This data is from the Open Reaction Database (ORD), a public repository of structured organic reaction records. The task is: describe an organic reaction: reactants, conditions, products, and yield The reactants are CC1(OCCO1)C (2,2-dimethyl-1,3-dioxolane), 575, FC(C(=C(F)F)F)(F)F (hexafluoropropene). Reaction conditions: temperature 75 celsius, time 16 hour. Yields the product FC(C(C(F)(F)F)F)(F)C1OCOC1 (4-(1,1,2,3,3,3-hexafluoropropyl)-1,3-dioxolane). Reaction SMILES: C[C:2]1(C)[O:6][CH2:5][CH2:4][O:3]1.[F:8][C:9]([F:16])([F:15])[C:10]([F:14])=[C:11]([F:13])[F:12]>>[F:12][C:11]([CH:4]1[CH2:5][O:6][CH2:2][O:3]1)([F:13])[CH:10]([F:14])[C:9]([F:16])([F:15])[F:8]. Procedure: Example 1 was prepared by combining 2,2-dimethyl-1,3-dioxolane (200 g, 1.96 moles, Fluka Chemie GmbH, Deisenhofen, Germany) and Luperox 575 (10 g, 0.041 moles) (Arkema, Oakville, Ontario, Canada) were combined in a 600 mL Parr reactor (Parr Instrument Co., Moline, Ill.). The reactor was warmed to 75° C. and hexafluoropropene (300 g, 2.0 moles) (MDA Manufacturing Inc., Decatur, Ala.) was added at a constant rate. The reactor was allowed to stir at this temperature for 16 h. The crude reaction mat... Starting materials: ClC(C(=O)O)CC1=C(C=C(C(=C1)N1N=C(N(C1=O)C(F)F)C)Cl)Cl (2-chloro-3-[2,4-dichloro-5-(4-difluoromethyl-4,5-dihydro-3-methyl-5-oxo-1H-1,2,4-triazol-1-yl)phenyl]propionic acid), ClC(C(=O)O)CC1=C(C=C(C(=C1)N1N=C(N(C1=O)C(F)F)C)Cl)Cl (2-chloro-3-[2,4-dichloro-5-(4-difluoromethyl-4,5-dihydro-3-methyl-5-oxo-1H-1,2,4-triazol-1-yl)phenyl]propionic acid), ClC1=CC=C(N)C=C1 (4-chloroaniline), O.ON1N=NC2=C1C=CC=C2 (1-hydroxybenzotriazole hydrate), C(C)(C)N(C(C)C)CC (N,N-diisopropylethylamine), C1(CCCCC1)N=C=NC1CCCCC1 (1,3-dicyclohexylcarbodiimide). The solvent is O1CCCC1 (tetrahydrofuran). Conditions: time 18 hour. Yields the product ClC(C(=O)NC1=CC=C(C=C1)Cl)CC1=C(C=C(C(=C1)N1N=C(N(C1=O)C(F)F)C)Cl)Cl (2-chloro-3-[2,4-dichloro-5-(4-difluoromethyl-4,5-dihydro-3-methyl-5-oxo-1H-1,2,4-triazol-1-yl)phenyl]-N-(4-chlorophenyl)propionamide). Yield: 42.2%. As a reaction SMILES: [Cl:1][CH:2]([CH2:6][C:7]1[CH:12]=[C:11]([N:13]2[C:17](=[O:18])[N:16]([CH:19]([F:21])[F:20])[C:15]([CH3:22])=[N:14]2)[C:10]([Cl:23])=[CH:9][C:8]=1[Cl:24])[C:3]([OH:5])=O.[Cl:25][C:26]1[CH:32]=[CH:31][C:29]([NH2:30])=[CH:28][CH:27]=1.O.ON1C2C=CC=CC=2N=N1.C(N(CC)C(C)C)(C)C.C1(N=C=NC2CCCCC2)CCCCC1>O1CCCC1>[Cl:1][CH:2]([CH2:6][C:7]1[CH:12]=[C:11]([N:13]2[C:17](=[O:18])[N:16]([CH:19]([F:20])[F:21])[C:15]([CH3:22])=[N:14]2)[C:10]([Cl:23])=[CH:9][C:8]=1[Cl:24])[C:3]([NH:30][C:29]1[CH:31]=[CH:32][C:26]([Cl:25])=[CH:27][CH:28]=1)=[O:5] |f:2.3|. Procedure: A stirred solution of 0.50 g (0.0013 mole) of 2-chloro-3-[2,4-dichloro-5-(4-difluoromethyl-4,5-dihydro-3-methyl-5-oxo-1H-1,2,4-triazol-1-yl)phenyl]propionic acid (Compound 2), 0.16 g (0.0013 mole) of 4-chloroaniline, 0.17 g (0.0013 mole) of 1-hydroxybenzotriazole hydrate, and 0.18 g (0.0014 mole) of N,N-diisopropylethylamine in approximately 15 mL of tetrahydrofuran was cooled to 0° C. To this cold reaction mixture was added 0.26 g (0.0013 mole) of 1,3-dicyclohexylcarbodiimide. After complete ad... Reagents/catalysts: C(C)(=O)[O-].[Pd+2].C(C)(=O)[O-] (palladium acetate). Reaction SMILES: [CH2:1]([O:3]/[CH:4]=[CH:5]/B1OC(C)(C)C(C)(C)O1)[CH3:2].P([O-])([O-])([O-])=O.[K+].[K+].[K+].C1(P(C2CCCCC2)C2C=CC=CC=2C2C(OC)=CC=CC=2OC)CCCCC1.Br[C:53]1[S:57][C:56]([C:58]2[CH:59]=[N:60][N:61]([CH3:67])[C:62]=2[C:63]([O:65][CH3:66])=[O:64])=[N:55][C:54]=1[CH3:68].C(=O)([O-])O.[Na+]>C([O-])(=O)C.[Pd+2].C([O-])(=O)C.C(OCC)(=O)C.C(#N)C.O>[CH2:4]([O:3]/[CH:1]=[CH:2]/[C:53]1[S:57][C:56]([C:58]2[CH:59]=[N:60][N:61]([CH3:67])[C:62]=2[C:63]([O:65][CH3:66])=[O:64])=[N:55][C:54]=1[CH3:68])[CH3:5] |f:1.2.3.4,7.8,9.10.11|. Reactants: C(C)O/C=C/B1OC(C(O1)(C)C)(C)C ((E)-2-(2-ethoxyvinyl)-4,4,5,5-tetramethyl-1,3,2-dioxaborolane), P(=O)([O-])([O-])[O-].[K+].[K+].[K+] (tripotassium phosphate), C1(CCCCC1)P(C1=C(C=CC=C1)C1=C(C=CC=C1OC)OC)C1CCCCC1 (2-dicyclohexylphosphino-2′,6′-dimethoxy-1,1′-biphenyl), BrC1=C(N=C(S1)C=1C=NN(C1C(=O)OC)C)C (methyl 4-(5-bromo-4-methylthiazol-2-yl)-1-methyl-1H-pyrazole-5-carboxylate), C(O)([O-])=O.[Na+] (sodium hydrogen carbonate). Procedure details: (E)-2-(2-ethoxyvinyl)-4,4,5,5-tetramethyl-1,3,2-dioxaborolane (63 mg), palladium acetate (7.1 mg), tripotassium phosphate (67 mg), 2-dicyclohexylphosphino-2′,6′-dimethoxy-1,1′-biphenyl (26 mg), and water (0.35 ml) were added to an acetonitrile (4.0 ml) solution of the methyl 4-(5-bromo-4-methylthiazol-2-yl)-1-methyl-1H-pyrazole-5-carboxylate (50 mg) obtained in (Example 5.11) <Step 1>, and the obtained mixture was then stirred under heating in a nitrogen atmosphere for 2 hours at 90° C. Thereaft... Conditions: temperature 90 celsius. Product: C(C)O/C=C/C1=C(N=C(S1)C=1C=NN(C1C(=O)OC)C)C ((E)-methyl 4-(5-(2-ethoxyvinyl)-4-methylthiazol-2-yl)-1-methyl-1H-pyrazole-5-carboxylate). Isolated yield 63.8%. Solvent: C(C)#N (acetonitrile), O (water), C(C)(=O)OCC (ethyl acetate). Starting materials: C(C)(=O)O[C@@H]1CC2=CC[C@H]3[C@@H]4CC(=C([C@@]4(C)CC[C@@H]3[C@]2(CC1)C)Cl)C=O (3β-acetoxy-17-chloro-16-formylandrosta-5,16-diene), C(C)(=O)O[C@@H]1CC2=CC[C@H]3[C@@H]4CC(=C([C@@]4(C)CC[C@@H]3[C@]2(CC1)C)Cl)C=O (3β-acetoxy-17-chloro-16-formylandrosta-5,16-diene), N1N=NC=C1 (1H-1,2,3-triazole), C(=O)([O-])[O-].[K+].[K+] (K2CO3). Run in CN(C)C=O (DMF). Run at temperature 80 celsius. Product: C(C)(=O)O[C@@H]1CC2=CC[C@H]3[C@@H]4CC(=C([C@@]4(C)CC[C@@H]3[C@]2(CC1)C)N1N=CC=N1)C=O (3β-acetoxy-17-(2H-1,2,3-triazol-2-yl)-16-formylandrosta-5,16-diene). The yield is 31.9%. Reaction SMILES: [C:1]([O:4][C@H:5]1[CH2:22][CH2:21][C@@:20]2([CH3:23])[C:7](=[CH:8][CH2:9][C@@H:10]3[C@@H:19]2[CH2:18][CH2:17][C@@:15]2([CH3:16])[C@H:11]3[CH2:12][C:13]([CH:25]=[O:26])=[C:14]2Cl)[CH2:6]1)(=[O:3])[CH3:2].[NH:27]1[CH:31]=[CH:30][N:29]=[N:28]1.C([O-])([O-])=O.[K+].[K+]>CN(C=O)C>[C:1]([O:4][C@H:5]1[CH2:22][CH2:21][C@@:20]2([CH3:23])[C:7](=[CH:8][CH2:9][C@@H:10]3[C@@H:19]2[CH2:18][CH2:17][C@@:15]2([CH3:16])[C@H:11]3[CH2:12][C:13]([CH:25]=[O:26])=[C:14]2[N:28]2[N:29]=[CH:30][CH:31]=[N:27]2)[CH2:6]1)(=[O:3])[CH3:2] |f:2.3.4|. Procedure: A mixture of 3β-acetoxy-17-chloro-16-formylandrosta-5,16-diene (Compound 3) (2.0 g, 5.23 mmol), 1H-1,2,3-triazole (552 mg, 7.98 mmol) and K2CO3 (2.20 g, 15.95 mmol) in dry DMF (40 ml) was heated at 80° C. under N2 atmosphere for 2 h. After cooling to room temperature, the reaction mixture was poured onto ice-water (400 ml), and the resulting precipitate was filtered, washed with water, and dried to give a dirty white solid. This was subjected to flash chromatography, and on elution with pet. eth... Reactants: CCOCC (Et2O), P(Cl)(Cl)(Cl)(Cl)Cl (Phosphorus pentachloride), IC1=CC=C(C(=O)NCCC2=CC(=CC=C2)OC)C=C1 (4-iodo-N-[2-(3-methoxyphenyl)-ethyl]benzamide), CCCCCC (hexane). Run in C(Cl)(Cl)Cl (CHCl3). Reaction conditions: temperature 0 celsius, time 10 minute. Yields the product Cl.IC1=CC=C(C=C1)C1=NCCC2=CC(=CC=C12)OC (1-(4-Iodophenyl)-6-methoxy-3,4-dihydroisoquinoline hydrochloride). Yield: 72.2%. As a reaction SMILES: P(Cl)(Cl)(Cl)(Cl)[Cl:2].[I:7][C:8]1[CH:26]=[CH:25][C:11]([C:12]([NH:14][CH2:15][CH2:16][C:17]2[CH:22]=[CH:21][CH:20]=[C:19]([O:23][CH3:24])[CH:18]=2)=O)=[CH:10][CH:9]=1.CCCCCC.CCOCC>C(Cl)(Cl)Cl>[ClH:2].[I:7][C:8]1[CH:26]=[CH:25][C:11]([C:12]2[C:22]3[C:17](=[CH:18][C:19]([O:23][CH3:24])=[CH:20][CH:21]=3)[CH2:16][CH2:15][N:14]=2)=[CH:10][CH:9]=1 |f:5.6|. Procedure details: Phosphorus pentachloride (11 g, 52.8 mmol) was added in portions to a solution of 4-iodo-N-[2-(3-methoxyphenyl)-ethyl]benzamide (10.1 g, 26 mmol) in CHCl3 (60 ml) at 0° C. under N2. The resulting reaction was stirred at 0° C. for 10 min, then warmed to rt and stirred at rt for 18 hr. After cooling to 0° C., hexane (500 ml) was added and the resulting suspension was allowed to settle. The solvent was decanted off from the oil that separated and the remaining oil was triturated with EtOH (20 ml) t... Reagents/catalysts: C=1C=CC(=CC1)[P](C=2C=CC=CC2)(C=3C=CC=CC3)[Pd]([P](C=4C=CC=CC4)(C=5C=CC=CC5)C=6C=CC=CC6)([P](C=7C=CC=CC7)(C=8C=CC=CC8)C=9C=CC=CC9)[P](C=1C=CC=CC1)(C=1C=CC=CC1)C=1C=CC=CC1 (tetrakis(triphenylphosphine)palladium(0)). Reported procedure: To a warm, stirred solution of 6-bromo-2-oxindole (4 g, 26.3 mmol) dissolved in 60 mL toluene and 60 mL ethanol was added tetrakis(triphenylphosphine)palladium(0) (2.3 g, 1.9 mmol) followed by 2M aqueous sodium carbonate (50 mL, 100 mmol) and thiophene-2-boronic acid (4.38 g, 34.2 mmol) in three portions over 1.5 hours. The mixture was stirred at 100° C. in an oil bath for 12 hours. The mixture was then diluted with ethyl acetate (400 mL) and washed with saturated sodium bicarbonate (200 mL), wa... Run at temperature 100 celsius, time 12 hour. The yield is 44.7%. As a reaction SMILES: Br[C:2]1[CH:10]=[C:9]2[C:5]([CH2:6][C:7](=[O:11])[NH:8]2)=[CH:4][CH:3]=1.C(O)C.C(=O)([O-])[O-].[Na+].[Na+].[S:21]1[CH:25]=[CH:24][CH:23]=[C:22]1B(O)O>C1(C)C=CC=CC=1.C(OCC)(=O)C.C1C=CC([P]([Pd]([P](C2C=CC=CC=2)(C2C=CC=CC=2)C2C=CC=CC=2)([P](C2C=CC=CC=2)(C2C=CC=CC=2)C2C=CC=CC=2)[P](C2C=CC=CC=2)(C2C=CC=CC=2)C2C=CC=CC=2)(C2C=CC=CC=2)C2C=CC=CC=2)=CC=1>[S:21]1[CH:25]=[CH:24][CH:23]=[C:22]1[C:2]1[CH:10]=[C:9]2[C:5]([CH2:6][C:7](=[O:11])[NH:8]2)=[CH:4][CH:3]=1 |f:2.3.4,^1:45,47,66,85|. Reactants: BrC1=CC=C2CC(NC2=C1)=O (6-bromo-2-oxindole), C(C)O (ethanol), C([O-])([O-])=O.[Na+].[Na+] (sodium carbonate), S1C(=CC=C1)B(O)O (thiophene-2-boronic acid). The solvent is C1(=CC=CC=C1)C (toluene), C(C)(=O)OCC (ethyl acetate). Product: S1C(=CC=C1)C1=CC=C2CC(NC2=C1)=O (6-thiophen-2-yl-1,3-dihydro-indol-2-one).